Dataset: the Open Reaction Database (ORD), a public repository of structured organic reaction records. Task: describe an organic reaction: reactants, conditions, products, and yield The reactants are COC=1C=C(C=O)C=CC1 (3-methoxy-benzaldehyde), COC(CN)OC (aminoacetaldehyde dimethyl acetal), COC=1C=C(C=NCC(OC)OC)C=CC1 (3-methoxy-N-(2,2-dimethoxyethyl)benzylidenamine), C[Mg]I (methylmagnesium iodide). Run in CCOCC (ether), C1(=CC=CC=C1)C (toluene), O (water). Run at time 1 hour. Product: COC=1C=C(C(C)NCC(OC)OC)C=CC1 (3-methoxy-α-methyl-N-(2,2-dimethoxyethyl)benzylamine). RXN SMILES: [CH3:1]OC1C=C(C=CC=1)C=O.COC(OC)CN.[CH3:18][O:19][C:20]1[CH:21]=[C:22]([CH:31]=[CH:32][CH:33]=1)[CH:23]=[N:24][CH2:25][CH:26]([O:29][CH3:30])[O:27][CH3:28].C[Mg]I>CCOCC.O.C1(C)C=CC=CC=1>[CH3:18][O:19][C:20]1[CH:21]=[C:22]([CH:31]=[CH:32][CH:33]=1)[CH:23]([NH:24][CH2:25][CH:26]([O:27][CH3:28])[O:29][CH3:30])[CH3:1]. Procedure: A solution of 13.6 g. (0.1 mole) of 3-methoxy-benzaldehyde and 10.5 g. (0.1 mole) of aminoacetaldehyde dimethyl acetal in 250 ml. of toluene is refluxed for one hour and water produced in the reaction is collected in a Dean-Stark trap. The resulting solution of 3-methoxy-N-(2,2-dimethoxyethyl)benzylidenamine is added to a solution of (0.2 mole) of methylmagnesium iodide in 250 ml. of ether over 1.5 hours. The mixture is stirred for one hour, cooled and quenched by careful addition of 250 ml. of ... The reactants are tetrakis(triphenylphosphine)pallafium(0), C(C=C)N1C2=C(OCC1)C=CC(=C2Cl)C2=C(C(=NC=1N2N=C(C1)C1=CC(=CC=C1)Br)C)[C@@H](C(=O)OC)OC(C)(C)C ((2S)-methyl 2-(7-(4-allyl-5-chloro-3,4-dihydro-2H-benzo[b][1,4]oxazin-6-yl)-2-(3-bromophenyl)-5-methylpyrazolo[1,5-a]pyrimidin-6-yl)-2-(tert-butoxy)acetate), CC1(OB(OC1(C)C)C=1C=C(C=CC1)O)C (3-(4,4,5,5-tetramethyl-1,3,2-dioxaborolan-2-yl)phenol), C(=O)([O-])[O-].[Na+].[Na+] (Na2CO3), O (water). Solvent: CN(C)C=O (DMF). Run at temperature 90 celsius, time 5 minute. The product is C(C=C)N1C2=C(OCC1)C=CC(=C2Cl)C2=C(C(=NC=1N2N=C(C1)C=1C=C(C=CC1)C1=CC(=CC=C1)O)C)[C@@H](C(=O)OC)OC(C)(C)C ((2S)-methyl 2-(7-(4-allyl-5-chloro-3,4-dihydro-2H-benzo[b][1,4]oxazin-6-yl)-2-(3′-hydroxy-[1,1′-biphenyl]-3-yl)-5-methylpyrazolo[1,5-a]pyrimidin-6-yl)-2-(tert-butoxy)acetate). Isolated yield 73.4%. Reaction SMILES: [CH2:1]([N:4]1[CH2:9][CH2:8][O:7][C:6]2[CH:10]=[CH:11][C:12]([C:15]3[N:20]4[N:21]=[C:22]([C:24]5[CH:29]=[CH:28][CH:27]=[C:26](Br)[CH:25]=5)[CH:23]=[C:19]4[N:18]=[C:17]([CH3:31])[C:16]=3[C@H:32]([O:37][C:38]([CH3:41])([CH3:40])[CH3:39])[C:33]([O:35][CH3:36])=[O:34])=[C:13]([Cl:14])[C:5]1=2)[CH:2]=[CH2:3].CC1(C)C(C)(C)OB([C:50]2[CH:51]=[C:52]([OH:56])[CH:53]=[CH:54][CH:55]=2)O1.C([O-])([O-])=O.[Na+].[Na+].O>CN(C=O)C>[CH2:1]([N:4]1[CH2:9][CH2:8][O:7][C:6]2[CH:10]=[CH:11][C:12]([C:15]3[N:20]4[N:21]=[C:22]([C:24]5[CH:25]=[C:26]([C:50]6[CH:55]=[CH:54][CH:53]=[C:52]([OH:56])[CH:51]=6)[CH:27]=[CH:28][CH:29]=5)[CH:23]=[C:19]4[N:18]=[C:17]([CH3:31])[C:16]=3[C@H:32]([O:37][C:38]([CH3:41])([CH3:40])[CH3:39])[C:33]([O:35][CH3:36])=[O:34])=[C:13]([Cl:14])[C:5]1=2)[CH:2]=[CH2:3] |f:2.3.4|. Procedure details: A mixture of (2S)-methyl 2-(7-(4-allyl-5-chloro-3,4-dihydro-2H-benzo[b][1,4]oxazin-6-yl)-2-(3-bromophenyl)-5-methylpyrazolo[1,5-a]pyrimidin-6-yl)-2-(tert-butoxy)acetate (120 mg, 0.188 mmol), 3-(4,4,5,5-tetramethyl-1,3,2-dioxaborolan-2-yl)phenol (61.9 mg, 0.281 mmol) and 2M Na2CO3 (0.188 mL, 0.375 mmol) in DMF (2 mL) was degassed for 15 min by bubbling N2 through the reaction mixture. Then, tetrakis(triphenylphosphine)pallafium(0) (15.17 mg, 0.013 mmol) was added and the degassing was continue fo... Reactants: ClC1=C(C=CC(=C1)Cl)C(C(=O)C=1C=NC=CC1)CC#C (2-(2,4-dichlorophenyl)-1-(3-pyridyl)-4-pentyn-1-one). Reagents/catalysts: [Br-].C(CCC)[P+](C1=CC=CC=C1)(C1=CC=CC=C1)C1=CC=CC=C1 (butyltriphenylphosphonium bromide). Yields the product C(CCC)=C(C(C1=C(C=C(C=C1)Cl)Cl)CC#C)C=1C=NC=CC1 (3-[α-butylidene-2,4-dichloro-β-(2-propynyl)-phenethyl]-pyridine). Reaction SMILES: [Cl:1][C:2]1[CH:7]=[C:6]([Cl:8])[CH:5]=[CH:4][C:3]=1[CH:9]([CH2:18][C:19]#[CH:20])[C:10]([C:12]1[CH:13]=[N:14][CH:15]=[CH:16][CH:17]=1)=O>[Br-].C([P+](C1C=CC=CC=1)(C1C=CC=CC=1)C1C=CC=CC=1)CCC>[CH:7](=[C:10]([C:12]1[CH:13]=[N:14][CH:15]=[CH:16][CH:17]=1)[CH:9]([CH2:18][C:19]#[CH:20])[C:3]1[CH:4]=[CH:5][C:6]([Cl:8])=[CH:7][C:2]=1[Cl:1])[CH2:2][CH2:3][CH3:4] |f:1.2|. Reported procedure: starting from 2-(2,4-dichlorophenyl)-1-(3-pyridyl)-4-pentyn-1-one and butyltriphenylphosphonium bromide 1 there is obtained 3-[α-butylidene-2,4-dichloro-β-(2-propynyl)-phenethyl]-pyridine Starting materials: C1CC(=O)N(C1=O)Cl (NCS), FC(C(=O)C1(SCCCS1)C)(F)F (2,2,2-Trifluoro-1-(2-methyl-1,3-dithian-2-yl)ethanone), COC(C=O)OC (dimethoxyacetaldehyde), N (ammonia). The reagents and catalysts are [N+](=O)([O-])[O-].[Ag+] (silver nitrate). Run in C(C)#N (acetonitrile). Run at time 40 minute. Yields the product COC(C=1NC(=C(N1)C(F)(F)F)C)OC (2-(Dimethoxymethyl)-5-methyl-4-(trifluoromethyl)-1H-imidazole). Reaction SMILES: [CH2:1]1[C:6](=O)[N:5](Cl)C(=O)[CH2:2]1.[F:9][C:10]([F:21])([F:20])C(C1(C)SCCCS1)=O.[CH3:22][O:23][CH:24]([O:27][CH3:28])[CH:25]=O.[NH3:29]>C(#N)C.[N+]([O-])([O-])=O.[Ag+]>[CH3:22][O:23][CH:24]([O:27][CH3:28])[C:25]1[NH:29][C:1]([CH3:2])=[C:6]([C:10]([F:21])([F:20])[F:9])[N:5]=1 |f:5.6|. Procedure details: NCS (870 mg, 6.51 mmol) and silver nitrate (1.48 g, 8.71 mmol) were dissolved in acetonitrile (40 mL) and distilled water (10 mL). 2,2,2-Trifluoro-1-(2-methyl-1,3-dithian-2-yl)ethanone obtained in Example (36a) (500 mg, 2.17 mmol) was added, and the mixture was stirred for 40 minutes. Thereafter, dimethoxyacetaldehyde (5.76 M aqueous solution, 0.4 mL, 23.0 mmol) and 28% aqueous ammonia (2 mL) were added, and the mixture was stirred at room temperature for 18 hours. The reaction solution was filt...